From a dataset of the Open Reaction Database (ORD), a public repository of structured organic reaction records. describe an organic reaction: reactants, conditions, products, and yield The reactants are FC1=CC=C(C=C1)N1N=CC2=CC(=CC=C12)O[C@@H]([C@H](C)N)C1=CC(=CC=C1)OC ((1R,2S)-1-[1-(4-fluorophenyl)-indazol-5-yl]oxy-1-(3-methoxyphenyl)-propan-2-amine), CN(C(C(=O)O)=O)C (2-(dimethylamino)-2-oxoacetic acid). Product: FC1=CC=C(C=C1)N1N=CC2=CC(=CC=C12)O[C@@H]([C@H](C)NC(=O)C(=O)N(C)C)C1=CC(=CC=C1)OC (N-[(1R,2S)-1-[1-(4-Fluorophenyl)indazol-5-yl]oxy-1-(3-methoxyphenyl)propan-2-yl]-N′,N′-dimethyl-oxamide). RXN SMILES: [F:1][C:2]1[CH:7]=[CH:6][C:5]([N:8]2[C:16]3[C:11](=[CH:12][C:13]([O:17][C@H:18]([C:22]4[CH:27]=[CH:26][CH:25]=[C:24]([O:28][CH3:29])[CH:23]=4)[C@@H:19]([NH2:21])[CH3:20])=[CH:14][CH:15]=3)[CH:10]=[N:9]2)=[CH:4][CH:3]=1.[CH3:30][N:31]([CH3:37])[C:32](=[O:36])[C:33](O)=[O:34]>>[F:1][C:2]1[CH:3]=[CH:4][C:5]([N:8]2[C:16]3[C:11](=[CH:12][C:13]([O:17][C@H:18]([C:22]4[CH:27]=[CH:26][CH:25]=[C:24]([O:28][CH3:29])[CH:23]=4)[C@@H:19]([NH:21][C:33]([C:32]([N:31]([CH3:37])[CH3:30])=[O:36])=[O:34])[CH3:20])=[CH:14][CH:15]=3)[CH:10]=[N:9]2)=[CH:6][CH:7]=1. Procedure: Prepared as described in Example 76 using (1R,2S)-1-[1-(4-fluorophenyl)-indazol-5-yl]oxy-1-(3-methoxyphenyl)-propan-2-amine (51 mg, 0.13 mmol) and 2-(dimethylamino)-2-oxoacetic acid (13 mg, 0.13 mmol). Yield 44 mg (69%). Reactants: CN(C=O)C (N,N-dimethylformamide), BrC=1C(=C(C(=C(C1I)C)C#N)NC(C(C)(C)C)=O)OC (N-(3-bromo-6-cyano-4-iodo-2-methoxy-5-methylphenyl)-2,2-dimethylpropionamide), C(=C\C1=CC=CC=C1)/B(O)O (trans-β-styreneboronic acid), potassium phosphate n-hydrate. Reagents/catalysts: C=1C=CC(=CC1)[P](C=2C=CC=CC2)(C=3C=CC=CC3)[Pd]([P](C=4C=CC=CC4)(C=5C=CC=CC5)C=6C=CC=CC6)([P](C=7C=CC=CC7)(C=8C=CC=CC8)C=9C=CC=CC9)[P](C=1C=CC=CC1)(C=1C=CC=CC1)C=1C=CC=CC1 (Tetrakis(triphenylphosphine)palladium(0)). Run in C(C)(=O)OCC (ethyl acetate). Run at temperature 95 celsius, time 8 hour. The product is BrC=1C(=C(C(=C(C1C=CC1=CC=CC=C1)C)C#N)NC(C(C)(C)C)=O)OC (N-(3-Bromo-6-cyano-2-methoxy-5-methyl-4-styrylphenyl)-2,2-dimethylpropionamide). Reaction SMILES: CN(C)C=O.[Br:6][C:7]1[C:8]([O:24][CH3:25])=[C:9]([NH:17][C:18](=[O:23])[C:19]([CH3:22])([CH3:21])[CH3:20])[C:10]([C:15]#[N:16])=[C:11]([CH3:14])[C:12]=1I.[CH:26](/B(O)O)=[CH:27]\[C:28]1[CH:33]=[CH:32][CH:31]=[CH:30][CH:29]=1>C1C=CC([P]([Pd]([P](C2C=CC=CC=2)(C2C=CC=CC=2)C2C=CC=CC=2)([P](C2C=CC=CC=2)(C2C=CC=CC=2)C2C=CC=CC=2)[P](C2C=CC=CC=2)(C2C=CC=CC=2)C2C=CC=CC=2)(C2C=CC=CC=2)C2C=CC=CC=2)=CC=1.C(OCC)(=O)C>[Br:6][C:7]1[C:8]([O:24][CH3:25])=[C:9]([NH:17][C:18](=[O:23])[C:19]([CH3:22])([CH3:21])[CH3:20])[C:10]([C:15]#[N:16])=[C:11]([CH3:14])[C:12]=1[CH:26]=[CH:27][C:28]1[CH:33]=[CH:32][CH:31]=[CH:30][CH:29]=1 |^1:40,42,61,80|. Procedure details: Tetrakis(triphenylphosphine)palladium(0) (6.4 mg, 5.5 μmol) was added to an N,N-dimethylformamide (1.0 ml) suspension of N-(3-bromo-6-cyano-4-iodo-2-methoxy-5-methylphenyl)-2,2-dimethylpropionamide (I-6) (50 mg, 111 μmol), trans-β-styreneboronic acid (17.2 mg, 116 μmol), potassium phosphate n-hydrate (74-78%, 64 mg, 222 μmol), followed by stirred overnight at 95° C. The reaction liquid was cooled, then ethyl acetate (30 ml) was added, followed by washing with saturated brine (30 ml×2), drying ov...